describe an organic reaction: reactants, conditions, products, and yield From a dataset of the Open Reaction Database (ORD), a public repository of structured organic reaction records. Starting materials: O1CCN(CC1)C=1C=C(C(=O)O)C=C(C1)[N+](=O)[O-] (3-morpholino-5-nitrobenzoic acid), C1CCOC1 (THF), C(CCl)Cl (EDC), CN (methanamine). Reagents/catalysts: CN(C)C=1C=CN=CC1 (DMAP). Run in C(Cl)Cl (DCM). Product: CNC(C1=CC(=CC(=C1)[N+](=O)[O-])N1CCOCC1)=O (N-methyl-3-morpholino-5-nitrobenzamide). As a reaction SMILES: [O:1]1[CH2:6][CH2:5][N:4]([C:7]2[CH:8]=[C:9]([CH:13]=[C:14]([N+:16]([O-:18])=[O:17])[CH:15]=2)[C:10]([OH:12])=O)[CH2:3][CH2:2]1.C(Cl)CCl.[CH3:23][NH2:24].C1COCC1>CN(C1C=CN=CC=1)C.C(Cl)Cl>[CH3:23][NH:24][C:10](=[O:12])[C:9]1[CH:13]=[C:14]([N+:16]([O-:18])=[O:17])[CH:15]=[C:7]([N:4]2[CH2:3][CH2:2][O:1][CH2:6][CH2:5]2)[CH:8]=1. Procedure details: Prepared according to Procedure U using 3-morpholino-5-nitrobenzoic acid (0.8 g, 3.17 mmol), EDC (1.22 g, 6.34 mmol), DMAP (0.78 g, 6.34 mmol), 2.0M methanamine in THF (2.4 mL, 4.76 mmol), and DCM (12 mL). Purification by column chromatography (silica; 0-75% EtOAc in hexanes) afforded N-methyl-3-morpholino-5-nitrobenzamide as a yellow amorphous solid. Mass Spectrum (ESI) m/e=266.2 (M+1). Reactants: Cc1ncc(Br)cc1[N+](=O)[O-], O=C([O-])[O-], C#CCN(C)C, CCNCC, CCOC(C)=O, I[Cu]I, [Na+], [Na+]. The product is Cc1ncc(C#CCN(C)C)cc1[N+](=O)[O-]. Reaction SMILES: [Br:1][c:2]1[cH:3][c:4]([N+:9](=[O:10])[O-:11])[c:5]([CH3:8])[n:6][cH:7]1.[C:29](=[O:30])([O-:31])[O-:32].[CH2:12]([C:13]#[CH:14])[N:15]([CH3:16])[CH3:17].[CH2:18]([NH:19][CH2:20][CH3:21])[CH3:22].[CH3:23][CH2:24][O:25][C:26]([CH3:27])=[O:28].[Cu:35]([I:36])[I:37].[Na+:33].[Na+:34]>>[c:2]1([C:14]#[C:13][CH2:12][N:15]([CH3:16])[CH3:17])[cH:3][c:4]([N+:9](=[O:10])[O-:11])[c:5]([CH3:8])[n:6][cH:7]1. Reactants: N1CCCC2=CC=C(C=C12)O (1,2,3,4-tetrahydro-quinolin-7-ol), BrCC1=CC=CC=C1 (bromomethyl-benzene), C([O-])([O-])=O.[K+].[K+] (potassium carbonate), O (water). The solvent is CN(C=O)C (N,N-dimethyl-formamide). Conditions: temperature 60 celsius, time 8 hour. Product: C(C1=CC=CC=C1)N1CCCC2=CC=C(C=C12)O (1-benzyl-1,2,3,4-tetrahydro-quinolin-7-ol). The yield is 92.6%. RXN SMILES: [NH:1]1[C:10]2[C:5](=[CH:6][CH:7]=[C:8]([OH:11])[CH:9]=2)[CH2:4][CH2:3][CH2:2]1.Br[CH2:13][C:14]1[CH:19]=[CH:18][CH:17]=[CH:16][CH:15]=1.C(=O)([O-])[O-].[K+].[K+].O>CN(C)C=O>[CH2:13]([N:1]1[C:10]2[C:5](=[CH:6][CH:7]=[C:8]([OH:11])[CH:9]=2)[CH2:4][CH2:3][CH2:2]1)[C:14]1[CH:19]=[CH:18][CH:17]=[CH:16][CH:15]=1 |f:2.3.4|. Reported procedure: To a solution of 1,2,3,4-tetrahydro-quinolin-7-ol (200 mg, 1.34 mmol) from step 1 in anhydrous N,N-dimethyl-formamide (5 mL) was added bromomethyl-benzene (229 mg, 1.34 mmol), and potassium carbonate (556 mg, 4.02 mmol). The reaction mixture was stirred at 60° C. overnight. Added some water to the reaction mixture and extracted it with methylene chloride several times. The organic layer was combined, dried over magnesium sulfate, and filtrated. The solution was evaporated under vacuum. The crude... Starting materials: [Cl-].O[C@@H]([C@H](C)[NH3+])C1=CC(=CC=C1)OC ((1R,2S)-1-hydroxy-1-(3-methoxyphenyl)propan-2-aminium chloride), FC1=CC=C(C=C1)N1N=CC2=CC(=C(C=C12)C)I (1-(4-fluorophenyl)-5-iodo-6-methylindazole). Yields the product FC1=CC=C(C=C1)N1N=CC2=CC(=C(C=C12)C)O[C@@H]([C@H](C)N)C1=CC(=CC=C1)OC ((1R,2S)-1-[1-(4-Fluorophenyl)-6-methyl-indazol-5-yl]oxy-1-(3-methoxyphenyl)-propan-2-amine). As a reaction SMILES: [Cl-].[OH:2][C@H:3]([C:7]1[CH:12]=[CH:11][CH:10]=[C:9]([O:13][CH3:14])[CH:8]=1)[C@@H:4]([NH3+:6])[CH3:5].[F:15][C:16]1[CH:21]=[CH:20][C:19]([N:22]2[C:30]3[C:25](=[CH:26][C:27](I)=[C:28]([CH3:31])[CH:29]=3)[CH:24]=[N:23]2)=[CH:18][CH:17]=1>>[F:15][C:16]1[CH:17]=[CH:18][C:19]([N:22]2[C:30]3[C:25](=[CH:26][C:27]([O:2][C@H:3]([C:7]4[CH:12]=[CH:11][CH:10]=[C:9]([O:13][CH3:14])[CH:8]=4)[C@@H:4]([NH2:6])[CH3:5])=[C:28]([CH3:31])[CH:29]=3)[CH:24]=[N:23]2)=[CH:20][CH:21]=1 |f:0.1|. Reported procedure: Prepared as described in Example 1 from (1R,2S)-1-hydroxy-1-(3-methoxyphenyl)propan-2-aminium chloride (185 mg, 0.85 mmol) and 1-(4-fluorophenyl)-5-iodo-6-methylindazole (300 mg, 0.85 mmol). Yield 224 mg (65%). Reactants: O=C(CO[C@@H]1CC[C@H](CC1)N1C(C2=CC=CC=C2C1=O)=O)C1=CC=CC=C1 (trans-2-[4-(2-oxo-2-phenyl-ethoxy)-cyclohexyl]-isoindole-1,3-dione), [H][H] (hydrogen). The reagents and catalysts are [Pd] (palladium on carbon). Run in C(C)O (ethanol). Product: OC(CO[C@@H]1CC[C@H](CC1)N1C(C2=CC=CC=C2C1=O)=O)C1=CC=CC=C1 (trans-2-[4-(2-Hydroxy-2-phenyl-ethoxy)-cyclohexyl]-isoindole-1,3-dione). The yield is 99.4%. Reaction SMILES: [O:1]=[C:2]([C:22]1[CH:27]=[CH:26][CH:25]=[CH:24][CH:23]=1)[CH2:3][O:4][C@H:5]1[CH2:10][CH2:9][C@H:8]([N:11]2[C:19](=[O:20])[C:18]3[C:13](=[CH:14][CH:15]=[CH:16][CH:17]=3)[C:12]2=[O:21])[CH2:7][CH2:6]1.[H][H]>[Pd].C(O)C>[OH:1][CH:2]([C:22]1[CH:23]=[CH:24][CH:25]=[CH:26][CH:27]=1)[CH2:3][O:4][C@H:5]1[CH2:6][CH2:7][C@H:8]([N:11]2[C:19](=[O:20])[C:18]3[C:13](=[CH:14][CH:15]=[CH:16][CH:17]=3)[C:12]2=[O:21])[CH2:9][CH2:10]1. Procedure: A mixture of 1 g of trans-2-[4-(2-oxo-2-phenyl-ethoxy)-cyclohexyl]-isoindole-1,3-dione and 0.1 g of 10% palladium on carbon in 100 mL of ethanol was stirred under 1 atm. of hydrogen overnight. The catalyst was filtered off and the filtrate concentrated to dryness under reduced pressure. Drying under vacuum gave 1.0 g of product as a white crystalline solid: 1H NMR (400 MHz, CDCl3) 7.8 (m, 2H), 7.65 (t, 1H), 7.4-7.2 (m, 5H), 4.82 (d, 1H), 4.1 (m, 1H), 3.65 (m, 2H), 3.4 (m, 2H), 2.3 (dd, 2H), 2.2 ... The reactants are C(C1=CC=CC=C1)N1C(C(=CC2=C(C(=NC(=C12)C=1C=NC=CC1)C(=O)O)O)C1=CC=CC=C1)=O (1-benzyl-5-hydroxy-2-oxo-3-phenyl-8-pyridin-3-yl-1,2-dihydro-[1,7]naphthyridine-6-carboxylic acid), C=1C=CC2=C(C1)N=NN2O (HOBt), Cl.C(C)OC(=O)C1(CC1)N (1-Amino-cyclopropanecarboxylic acid ethyl ester HCl salt), CCN(C(C)C)C(C)C (Hunig's base), C(CCl)Cl (EDC). Run in CCOC(=O)C (EtOAc), [Cl-].[Na+].O (brine), Cl (HCl), C(Cl)Cl (CH2Cl2). Reaction conditions: time 10 minute. Product: C(C)OC(=O)C1(CC1)NC(=O)C=1C(=C2C=C(C(N(C2=C(N1)C=1C=NC=CC1)CC1=CC=CC=C1)=O)C1=CC=CC=C1)O (1-[(1-Benzyl-5-hydroxy-2-oxo-3-phenyl-8-pyridin-3-yl-1,2-dihydro-[1,7]naphthyridine-6-carbonyl)-amino]-cyclopropanecarboxylic acid ethyl ester). The yield is 36.3%. As a reaction SMILES: [CH2:1]([N:8]1[C:17]2[C:12](=[C:13]([OH:27])[C:14]([C:24]([OH:26])=O)=[N:15][C:16]=2[C:18]2[CH:19]=[N:20][CH:21]=[CH:22][CH:23]=2)[CH:11]=[C:10]([C:28]2[CH:33]=[CH:32][CH:31]=[CH:30][CH:29]=2)[C:9]1=[O:34])[C:2]1[CH:7]=[CH:6][CH:5]=[CH:4][CH:3]=1.C1C=CC2N(O)N=NC=2C=1.C(Cl)CCl.Cl.[CH2:50]([O:52][C:53]([C:55]1([NH2:58])[CH2:57][CH2:56]1)=[O:54])[CH3:51].CCN(C(C)C)C(C)C>C(Cl)Cl.CCOC(C)=O.[Cl-].[Na+].O.Cl>[CH2:50]([O:52][C:53]([C:55]1([NH:58][C:24]([C:14]2[C:13]([OH:27])=[C:12]3[C:17](=[C:16]([C:18]4[CH:19]=[N:20][CH:21]=[CH:22][CH:23]=4)[N:15]=2)[N:8]([CH2:1][C:2]2[CH:3]=[CH:4][CH:5]=[CH:6][CH:7]=2)[C:9](=[O:34])[C:10]([C:28]2[CH:33]=[CH:32][CH:31]=[CH:30][CH:29]=2)=[CH:11]3)=[O:26])[CH2:57][CH2:56]1)=[O:54])[CH3:51] |f:3.4,8.9.10|. Reported procedure: A mixture of 1-benzyl-5-hydroxy-2-oxo-3-phenyl-8-pyridin-3-yl-1,2-dihydro-[1,7]naphthyridine-6-carboxylic acid (53 mg, 0.118 mmol) and HOBt (26 mg, 0.189 mmol) was dissolved in CH2Cl2 (3 mL). EDC (41 mg, 0.212 mmol) was added, and the resulting mixture was stirred for 10 min. 1-Amino-cyclopropanecarboxylic acid ethyl ester HCl salt (31 mg, 0.189 mmol) and Hunig's base (0.075 mL, 0.425 mmol) were added, and the mixture was stirred overnight. The mixture was diluted with EtOAc and brine, and 1 M H...